Dataset: the Open Reaction Database (ORD), a public repository of structured organic reaction records. Task: describe an organic reaction: reactants, conditions, products, and yield The reactants are C(Cl)Cl (DCM), HP-silica gel, C1(=CC=CC=C1)[C@H]1[C@@H](C1)N ((1R,2S)-2-phenylcyclopropanamine), C(=O)C1CCN(CC1)CCCC1=CC=C(C(=O)OCC)C=C1 (ethyl 4-(3-(4-formylpiperidin-1-yl)propyl)benzoate), C(#N)[BH3-].[Na+] (sodium cyanoborohydride). Run in CO (MeOH), CO (methanol). Conditions: time 16 hour. Product: C1(=CC=CC=C1)[C@H]1[C@@H](C1)NCC1CCN(CC1)CCCC1=CC=C(C(=O)OCC)C=C1 (Ethyl 4-{3-[4-({[(1R,2S)-2-phenylcyclopropyl]amino}methyl)-1-piperidinyl]propyl}benzoate). The yield is 1899.1%. Reaction SMILES: [C:1]1([C@@H:7]2[CH2:9][C@H:8]2[NH2:10])[CH:6]=[CH:5][CH:4]=[CH:3][CH:2]=1.[CH:11]([CH:13]1[CH2:18][CH2:17][N:16]([CH2:19][CH2:20][CH2:21][C:22]2[CH:32]=[CH:31][C:25]([C:26]([O:28][CH2:29][CH3:30])=[O:27])=[CH:24][CH:23]=2)[CH2:15][CH2:14]1)=O.C([BH3-])#N.[Na+].C(Cl)Cl>CO>[C:1]1([C@@H:7]2[CH2:9][C@H:8]2[NH:10][CH2:11][CH:13]2[CH2:18][CH2:17][N:16]([CH2:19][CH2:20][CH2:21][C:22]3[CH:23]=[CH:24][C:25]([C:26]([O:28][CH2:29][CH3:30])=[O:27])=[CH:31][CH:32]=3)[CH2:15][CH2:14]2)[CH:6]=[CH:5][CH:4]=[CH:3][CH:2]=1 |f:2.3|. Reported procedure: A solution of (1R,2S)-2-phenylcyclopropanamine (1.051 g, 7.89 mmol) and ethyl 4-(3-(4-formylpiperidin-1-yl)propyl)benzoate (1.9 g, 6.26 mmol) in methanol (50 mL) was heated to reflux for 5 minutes. The reaction was cooled to room temperature and sodium cyanoborohydride (0.590 g, 9.39 mmol) was added. The reaction was stirred at room temperature for 16 hours. After concentrating, dichloromethane was added and the solution was washed with water followed by brine and dried over MgSO4, filtered and ...